This data is from the Open Reaction Database (ORD), a public repository of structured organic reaction records. The task is: describe an organic reaction: reactants, conditions, products, and yield Reactants: Brc1n[nH]c2ccncc12, ClC(c1ccccc1)(c1ccccc1)c1ccccc1, CN(C)C=O, ClCCl, [H-], [Na+]. The product is Brc1nn(C(c2ccccc2)(c2ccccc2)c2ccccc2)c2ccncc12. Reaction SMILES: [Br:1][c:2]1[n:3][nH:4][c:5]2[c:6]1[cH:7][n:8][cH:9][cH:10]2.[C:13]([c:14]1[cH:15][cH:16][cH:17][cH:18][cH:19]1)([c:20]1[cH:21][cH:22][cH:23][cH:24][cH:25]1)([c:26]1[cH:27][cH:28][cH:29][cH:30][cH:31]1)[Cl:32].[CH3:33][N:34]([CH3:35])[CH:36]=[O:37].[Cl:38][CH2:39][Cl:40].[H-:11].[Na+:12]>>[Br:1][c:2]1[n:3][n:4]([C:13]([c:14]2[cH:15][cH:16][cH:17][cH:18][cH:19]2)([c:20]2[cH:21][cH:22][cH:23][cH:24][cH:25]2)[c:26]2[cH:27][cH:28][cH:29][cH:30][cH:31]2)[c:5]2[c:6]1[cH:7][n:8][cH:9][cH:10]2.